This data is from the Open Reaction Database (ORD), a public repository of structured organic reaction records. The task is: describe an organic reaction: reactants, conditions, products, and yield Reactants: FC=1C=C(C=CC1)C1=C2N(C(C=3C=CC(=CC13)OC)=O)CCCC2=O (11-(3-fluorophenyl)-9-methoxy-3,4-dihydro-2H-pyrido[1,2-b]isoquinoline-1,6-dione), Cl.NO (hydroxylamine hydrochloride). Solvent: N1=CC=CC=C1 (pyridine). Product: EtOAc hexanes, FC=1C=C(C=CC1)C1=C/2N(C(C=3C=CC(=CC13)OC)=O)CCC\C2=N/O ((1E)-11-(3-fluorophenyl)-9-methoxy-3,4-dihydro-2H-pyrido[1,2-b]isoquinoline-1,6-dione 1-oxime). Isolated yield 10.0%. As a reaction SMILES: [F:1][C:2]1[CH:3]=[C:4]([C:8]2[C:17]3[CH:16]=[C:15]([O:18][CH3:19])[CH:14]=[CH:13][C:12]=3[C:11](=[O:20])[N:10]3[CH2:21][CH2:22][CH2:23][C:24](=O)[C:9]=23)[CH:5]=[CH:6][CH:7]=1.Cl.[NH2:27][OH:28]>N1C=CC=CC=1>[F:1][C:2]1[CH:3]=[C:4]([C:8]2[C:17]3[CH:16]=[C:15]([O:18][CH3:19])[CH:14]=[CH:13][C:12]=3[C:11](=[O:20])[N:10]3[CH2:21][CH2:22][CH2:23]/[C:24](=[N:27]\[OH:28])/[C:9]=23)[CH:5]=[CH:6][CH:7]=1 |f:1.2|. Reported procedure: To a solution of 11-(3-fluorophenyl)-9-methoxy-3,4-dihydro-2H-pyrido[1,2-b]isoquinoline-1,6-dione (125 mg) in 4 mL pyridine was added hydroxylamine hydrochloride (51 mg). The reaction was heated to reflux for 5 h, then cooled to room temp and partitioned between ether and water. The aqueous solution was extracted with ether (2×). The combined organic solutions were washed with 1 N HCl (1×), and 10% bicarb (1×), then dried (MgSO4) and concentrated. Flash chromatography (10-70% EtOAc/hexanes) gave... The reactants are COC1=C(C=CC=C1)N1CCNCC1 (2-methoxy-phenylpiperazine), C(=O)([O-])[O-].[K+].[K+] (K2CO3), BrCCCC#N (4-bromobutyronitrile). Run in CC#N (CH3CN). Yields the product C(#N)CCCN1CCN(CC1)C1=C(C=CC=C1)OC (1-N(3-cyanopropyl)-4-N(2-methoxyphenyl)piperazine). Isolated yield 75.0%. RXN SMILES: [CH3:1][O:2][C:3]1[CH:8]=[CH:7][CH:6]=[CH:5][C:4]=1[N:9]1[CH2:14][CH2:13][NH:12][CH2:11][CH2:10]1.C([O-])([O-])=O.[K+].[K+].Br[CH2:22][CH2:23][CH2:24][C:25]#[N:26]>CC#N>[C:25]([CH2:24][CH2:23][CH2:22][N:12]1[CH2:13][CH2:14][N:9]([C:4]2[CH:5]=[CH:6][CH:7]=[CH:8][C:3]=2[O:2][CH3:1])[CH2:10][CH2:11]1)#[N:26] |f:1.2.3|. Reported procedure: A mixture of 2-methoxy-phenylpiperazine (8 g), K2CO3 (2.5 eq) and 4-bromobutyronitrile (1.05 eq) in CH3CN (150 mL) was refluxed for 10 h. After filtration and concentration in vacuo, the residue is taken up in AcOEt (1000 ml), washed with H2O, the organic layer is washed with aqueous HCl (50 mL, 1 M). Then the acid layer is washed with AcOEt (2×20 ml) and neutralized with aqueous NH3 (28% in H2O) until pH 11. Extraction is carried out with AcOEt, the organic layer is dried with Na2SO4 and concen...